This data is from the Open Reaction Database (ORD), a public repository of structured organic reaction records. The task is: describe an organic reaction: reactants, conditions, products, and yield Reaction conditions: temperature 475 celsius. The product is C(F)(F)(F)C(Br)OC(F)(F)C(F)F (CF3CHBrOCF2CF2H). Reaction SMILES: [C:1]([CH2:5][O:6][C:7]([CH:10]([F:12])[F:11])([F:9])[F:8])([F:4])([F:3])[F:2].[Br:13]Br.C(=O)=O>>[C:1]([CH:5]([O:6][C:7]([CH:10]([F:11])[F:12])([F:8])[F:9])[Br:13])([F:4])([F:3])[F:2]. Reactants: C(F)(F)(F)COC(F)(F)C(F)F (CF3CH2OCF2CF2H), BrBr (bromine), C(=O)=O (Dry Ice). Procedure: CF3CH2OCF2CF2H (110 g.) was reacted with bromine (125 g.) by passing a mixture of the two diluted with a stream of nitrogen through a 12 inch × 1 inch glass tube heated to 475°C. The effluent product was condensed in a "Dry Ice" trap and purified by fractional distillation and preparative gas chromatography to give CF3CHBrOCF2CF2H., b.p. 80°C., nD25 1.3155. This product analyzed as follows: Starting materials: BrN1C(CCC1=O)=O (N-Bromosuccinimide), N(=NC(C#N)(C)C)C(C#N)(C)C (α,α'-azobis(isobutyronitrile)), C(C)(C)(C)NS(=O)(=O)C1=C(C=CC=C1)C1=CC=C(C=C1)C (2'-(N-t-Butylsulfamoyl)-4-methylbiphenyl). The solvent is C(Cl)(Cl)(Cl)Cl (carbon tetrachloride). The product is C(C)(C)(C)NS(=O)(=O)C1=C(C=CC=C1)C1=CC=C(C=C1)CBr ([2'-(N-t-Butylsulfamoyl)biphenyl-4-yl]methyl bromide). Reaction SMILES: [Br:1]N1C(=O)CCC1=O.N(C(C)(C)C#N)=NC(C)(C)C#N.[C:21]([NH:25][S:26]([C:29]1[CH:34]=[CH:33][CH:32]=[CH:31][C:30]=1[C:35]1[CH:40]=[CH:39][C:38]([CH3:41])=[CH:37][CH:36]=1)(=[O:28])=[O:27])([CH3:24])([CH3:23])[CH3:22]>C(Cl)(Cl)(Cl)Cl>[C:21]([NH:25][S:26]([C:29]1[CH:34]=[CH:33][CH:32]=[CH:31][C:30]=1[C:35]1[CH:40]=[CH:39][C:38]([CH2:41][Br:1])=[CH:37][CH:36]=1)(=[O:28])=[O:27])([CH3:24])([CH3:23])[CH3:22]. Procedure details: N-Bromosuccinimide (387 mg, 2.17 mmol), α,α'-azobis(isobutyronitrile) (catalytic), 2'-(N-t-butylsulfamoyl)-4-methylbiphenyl (from Step C) (550 mg, 1.81 mmol) and carbon tetrachloride (50 ml) were heated with stirring at reflux for 3 hours. After cooling to room temperature the mixture was filtered and the filtrate evaporated to dryness. Flash chromatography (silica gel, initially 10 and then 20% ethyl acetate-hexane) afforded the title compound [699 mg, 77% pure (the remainder of the material wa... Reactants: FC=1C=C2C=CC(=CC2=CC1)C1=CCNCC1 (4-(6-fluoronaphth-2-yl)-1,2,5,6-tetrahydropyridine). Reagents/catalysts: [Pt]=O (platinum oxide). The solvent is C(C)O (ethanol). Conditions: time 20 hour. Yields the product FC=1C=C2C=CC(=CC2=CC1)C1CCNCC1 (4-(6-fluoronaphth-2-yl)piperidine). Yield: 82.1%. As a reaction SMILES: [F:1][C:2]1[CH:3]=[C:4]2[C:9](=[CH:10][CH:11]=1)[CH:8]=[C:7]([C:12]1[CH2:17][CH2:16][NH:15][CH2:14][CH:13]=1)[CH:6]=[CH:5]2>C(O)C.[Pt]=O>[F:1][C:2]1[CH:3]=[C:4]2[C:9](=[CH:10][CH:11]=1)[CH:8]=[C:7]([CH:12]1[CH2:13][CH2:14][NH:15][CH2:16][CH2:17]1)[CH:6]=[CH:5]2. Procedure: To a mixture of 4-(6-fluoronaphth-2-yl)-1,2,5,6-tetrahydropyridine (0.691 g, 3.04 mmol) in ethanol (20 mL) was added platinum oxide (0.03 g). The mixture was hydrogenated at one atmosphere for 20 hours. The mixture was carefully filtered and evaporated to give 4-(6-fluoronaphth-2-yl)piperidine as a white amorphous solid (0.572 g, 82%). A small portion was converted to the oxalate salt to give the title compound. FDMS m/e=230 (M++1 of free base). Reactants: ClC1=CC=C(C=C1)C1=CC(=NO1)C=O (5-(4-chlorophenyl)isoxazole-3-carbaldehyde), CC(C)(C)[S@@](=O)N ((R)-2-methylpropane-2-sulfinamide). The reagents and catalysts are S(=O)(=O)([O-])[O-].[Cu+2] (copper(II) sulfate). Solvent: ClCCCl (1,2-dichloroethane). Conditions: temperature 55 celsius. Yields the product ClC1=CC=C(C=C1)C1=CC(=NO1)\C=N\[S@](=O)C(C)(C)C ((R,E)-N-((5-(4-chlorophenyl)isoxazol-3-yl)methylene)-2-methylpropane-2-sulfinamide). Reaction SMILES: [Cl:1][C:2]1[CH:7]=[CH:6][C:5]([C:8]2[O:12][N:11]=[C:10]([CH:13]=O)[CH:9]=2)=[CH:4][CH:3]=1.[CH3:15][C:16]([S@:19]([NH2:21])=[O:20])([CH3:18])[CH3:17]>ClCCCl.S([O-])([O-])(=O)=O.[Cu+2]>[Cl:1][C:2]1[CH:7]=[CH:6][C:5]([C:8]2[O:12][N:11]=[C:10](/[CH:13]=[N:21]/[S@@:19]([C:16]([CH3:18])([CH3:17])[CH3:15])=[O:20])[CH:9]=2)=[CH:4][CH:3]=1 |f:3.4|. Procedure details: A suspension of 5-(4-chlorophenyl)isoxazole-3-carbaldehyde (2.00 g, 9.63 mmol), (R)-2-methylpropane-2-sulfinamide (1.28 g, 10.6 mmol, 1.1 equiv) and anhydrous copper(II) sulfate (2.31 g, 14.5 mmol, 1.5 equiv) in 1,2-dichloroethane (19 mL) was heated at 55° C. for 2-18 hours. The reaction was then cooled to room temperature and filtered through a pad of celite, using 1,2-dichloroethane to wash through. The filtrate was concentrated in vacuo to give crude (R,E)-N-((5-(4-chlorophenyl)isoxazol-3-yl)...